The task is: describe an organic reaction: reactants, conditions, products, and yield. This data is from the Open Reaction Database (ORD), a public repository of structured organic reaction records. The reactants are BrC=1C=NC(=NC1)OCCC1=CC=C(C=C1)F (5-bromo-2-(4-fluorophenethoxy)pyrimidine), CC1(OB(OC1(C)C)B1OC(C(O1)(C)C)(C)C)C (4,4,4′,4′,5,5,5′,5′-octamethyl-2,2′-bi(1,3,2-dioxaborolane)), CC(=O)[O-].[K+] (KOAc). Yield: 39.7%. Procedure: A mixture of 5-bromo-2-(4-fluorophenethoxy)pyrimidine (200 mg), 4,4,4′,4′,5,5,5′,5′-octamethyl-2,2′-bi(1,3,2-dioxaborolane) (256 mg), [1,1′-bis(diphenylphosphino)ferrocene]dichloropalladium(II) (24.63 mg) and KOAc (198 mg) in 1,4-dioxane (8 mL) in a sealed tube was degassed with nitrogen for 2 minutes and then heated at 85° C. for 4 hours, followed by being stirred at room temperature for 24 h. The mixture was diluted with EtOAc, washed with water, brine, dried over MgSO4 and concentrated under ... The solvent is O1CCOCC1 (1,4-dioxane). Product: FC1=CC=C(CCOC2=NC=C(C=N2)B(O)O)C=C1 ((2-(4-fluorophenethoxy)pyrimidin-5-yl)boronic acid). Reagents/catalysts: C1=CC=C(C=C1)P([C-]2C=CC=C2)C3=CC=CC=C3.C1=CC=C(C=C1)P([C-]2C=CC=C2)C3=CC=CC=C3.Cl[Pd]Cl.[Fe+2] ([1,1′-bis(diphenylphosphino)ferrocene]dichloropalladium(II)). Run at temperature 85 celsius, time 24 hour. Reaction SMILES: Br[C:2]1[CH:3]=[N:4][C:5]([O:8][CH2:9][CH2:10][C:11]2[CH:16]=[CH:15][C:14]([F:17])=[CH:13][CH:12]=2)=[N:6][CH:7]=1.CC1(C)C(C)(C)[O:22][B:21](B2OC(C)(C)C(C)(C)O2)[O:20]1.CC([O-])=O.[K+]>O1CCOCC1.C1C=CC(P(C2C=CC=CC=2)[C-]2C=CC=C2)=CC=1.C1C=CC(P(C2C=CC=CC=2)[C-]2C=CC=C2)=CC=1.Cl[Pd]Cl.[Fe+2]>[F:17][C:14]1[CH:15]=[CH:16][C:11]([CH2:10][CH2:9][O:8][C:5]2[N:4]=[CH:3][C:2]([B:21]([OH:22])[OH:20])=[CH:7][N:6]=2)=[CH:12][CH:13]=1 |f:2.3,5.6.7.8|. Starting materials: C(=O)(Cl)Cl (phosgene), S(=O)(Cl)Cl (thionyl chloride), C(C)S(=O)(=O)C1=C(C=CC=C1)S(=O)(=O)N (2-(ethylsulfonyl)benzenesulfonamide), N1=CC=CC=C1 (pyridine). The solvent is ClCCCl (1,2-dichloroethane). Reaction conditions: temperature 50 celsius. Yields the product C(C)S(=O)(=O)C1=C(C=CC=C1)S(=O)(=O)N=C=O (2-(Ethylsulfonyl)benzenesulfonyl isocyanate). As a reaction SMILES: S(Cl)(Cl)=O.[CH2:5]([S:7]([C:10]1[CH:15]=[CH:14][CH:13]=[CH:12][C:11]=1[S:16]([NH2:19])(=[O:18])=[O:17])(=[O:9])=[O:8])[CH3:6].N1C=CC=CC=1.[C:26](Cl)(Cl)=[O:27]>ClCCCl>[CH2:5]([S:7]([C:10]1[CH:15]=[CH:14][CH:13]=[CH:12][C:11]=1[S:16]([N:19]=[C:26]=[O:27])(=[O:17])=[O:18])(=[O:9])=[O:8])[CH3:6]. Reported procedure: 102.8 g (0.865 mol) of thionyl chloride were added to 71.8 g (0.288 mol) of 2-(ethylsulfonyl)benzenesulfonamide in 500 ml of 1,2-dichloroethane in the course of 30 minutes while stirring at from 70° to 80° C., and the refluxed mixture was stirred for 2.5 hours. After the mixture had been cooled to 50° C., 2 ml of pyridine were added and gaseous phosgene was passed into the refluxed mixture in the course of 5 hours while stirring. Evaporating down gave 84.1 g of the title compound, which was take... Reactants: C[O-].[Na+] (Sodium methoxide), CC(C)(C)C=1C(=C(C(=O)NNC(N)=S)C=C(C1)C(C)(C)C)O (2-[3,5-bis(1,1-dimethylethyl)-hydroxybenzoyl]-hydrazinecarbothioamide). The solvent is CO (methanol). The product is CC(C)(C)C=1C=C(C=C(C1O)C(C)(C)C)C=1NC(NN1)=S (5-[3,5-bis(1,1-dimethylethyl)-4-hydroxyphenyl]-2,4-dihydro-3H-1,2,4-triazole-3-thione). The yield is 60.7%. As a reaction SMILES: C[O-:2].[Na+].[CH3:4][C:5]([C:8]1[C:9](O)=[C:10]([CH:18]=[C:19]([C:21]([CH3:24])([CH3:23])[CH3:22])[CH:20]=1)[C:11]([NH:13][NH:14][C:15](=[S:17])[NH2:16])=O)([CH3:7])[CH3:6]>CO>[CH3:4][C:5]([C:8]1[CH:9]=[C:10]([C:11]2[NH:16][C:15](=[S:17])[NH:14][N:13]=2)[CH:18]=[C:19]([C:21]([CH3:24])([CH3:23])[CH3:22])[C:20]=1[OH:2])([CH3:7])[CH3:6] |f:0.1|. Reported procedure: Sodium methoxide (2.2 g, 0.041 mole) is added to a solution of 2-[3,5-bis(1,1-dimethylethyl)-hydroxybenzoyl]-hydrazinecarbothioamide (4.0 g, 0.0124 mole) in methanol (50 ml). The resulting mixture is stirred at reflux under an atmosphere of nitrogen for 24 hours. The solution is cooled and concentrated in vacuo. The residue is dissolved in water (25 ml) and washed with ether (2×20 ml). The aqueous layer is acidified with cold aqueous 2M HCl (25 ml) and the product extracted out with a 1:1 mixtur... Starting materials: CC=1OCCN1 (2-methyl-1,3-oxazoline), C(CCC)[Li] (n-butyl lithium), C(C)(=O)Cl (acetyl chloride). The solvent is O1CCCC1 (tetrahydrofuran). Run at time 1 hour. The product is C(C(=O)C)C=1OCCN1 (2-Acetonyl-1,3-oxazoline). Reaction SMILES: [CH3:1][C:2]1[O:3][CH2:4][CH2:5][N:6]=1.C([Li])CCC.[C:12](Cl)(=[O:14])[CH3:13]>O1CCCC1>[CH2:1]([C:2]1[O:3][CH2:4][CH2:5][N:6]=1)[C:12]([CH3:13])=[O:14]. Procedure: To a solution of 8.5 g. (0.1 mole) of 2-methyl-1,3-oxazoline in 85 ml. of dry tetrahydrofuran, and cooled in an acetone-dry ice bath to -60° C., is added 6.4 g. (0.1 mole) of n-butyl lithium and the reaction mixture allowed to stir for 1 hour. To the cloudy solution is then added 7.8 g. (0.1 mole) of acetyl chloride at such a rate that the temperature is maintained below -50° C. The reaction mixture is allowed to warm to room temperature and is then filtered and the solvent removed in vacuo. The... RXN SMILES: [CH3:1]O.[CH:3]1([CH2:6][NH2:7])[CH2:5][CH2:4]1.CC(C)([O-])C.[K+].S(OC)(OC)(=O)=O.[C:21](=[S:23])=[S:22]>O>[CH:3]1([CH2:6][NH:7][C:21](=[S:23])[S:22][CH3:1])[CH2:5][CH2:4]1 |f:2.3|. Reaction conditions: time 30 minute. The product is C1(CC1)CNC(SC)=S (methyl cyclopropylmethyldithiocarbamate). Run in O (water). Reported procedure: To a methanol solution of 14.2 g of cyclopropylmethylamine and 22.5 g of potassium tert-butoxide, 20 g of carbon disulfide was added dropwise under cooling with ice. After 30 minutes, 25.2 g of dimethyl sulfate was added thereto under the same condition as above and the reaction was conducted for 1 hour. After adding water to the reaction solution, the mixture was extracted with toluene and the toluene layer was washed with water. After drying the toluene solution with anhydrous magnesium sulfat... The reactants are S(=O)(=O)(OC)OC (dimethyl sulfate), CO (methanol), C1(CC1)CN (cyclopropylmethylamine), CC(C)([O-])C.[K+] (potassium tert-butoxide), C(=S)=S (carbon disulfide). Starting materials: tris(dibenzylideacetone)dipalladium (0), BrC1=C(C=CC=C1)OC1=C(C=CC=C1)Br (bromophenyl ether), C(C)(C)(C)C(=O)N1CCNCC1 (1-tert-butylcarbonylpiperazine), CC(C)([O-])C.[Na+] (sodium tert-butoxide), [Br-] (bromide). Reagents/catalysts: C=1C=CC(=CC1)P(C=2C=CC=CC2)C3=CC=C4C=CC=CC4=C3C5=C6C=CC=CC6=CC=C5P(C=7C=CC=CC7)C=8C=CC=CC8 (BINAP). The solvent is C1(=CC=CC=C1)C (toluene). The product is C(=O)(OC(C)(C)C)N1CCNCC1 (BOC-piperazine). The yield is 69.6%. As a reaction SMILES: BrC1C=CC=CC=1OC1C=CC=CC=1Br.C([C:20]([N:22]1[CH2:27][CH2:26][NH:25][CH2:24][CH2:23]1)=[O:21])(C)(C)C.[CH3:28][C:29]([CH3:32])([O-:31])[CH3:30].[Na+].[Br-]>C1(C)C=CC=CC=1.C1C=CC(P(C2C(C3C(P(C4C=CC=CC=4)C4C=CC=CC=4)=CC=C4C=3C=CC=C4)=C3C(C=CC=C3)=CC=2)C2C=CC=CC=2)=CC=1>[C:20]([N:22]1[CH2:27][CH2:26][NH:25][CH2:24][CH2:23]1)([O:31][C:29]([CH3:32])([CH3:30])[CH3:28])=[O:21] |f:2.3|. Procedure details: Part B: To a solution of the bromophenyl ether of Part A (10.0 g, 41.1 mmol) in toluene (80 mL) was added 1-tert-butylcarbonylpiperazine (Lancaster, 9.2 g, 49.4 mmol) and sodium tert-butoxide (Fluka, 5.5 g, 57.5 mmol). The reaction stirred at ambient temperature for twenty minutes. BINAP (Aldrich, 0.8 g, 1.2 mmol) and tris(dibenzylideacetone)dipalladium (0) (Aldrich, 0.4 g, 0.4 mmol) were then added and the reaction was stirred at 80° C. until the bromide was exhausted. Work up comprised cooling... Starting materials: CCc1cn(C2CC(O)C(CNC(=O)Cc3c(C)cc(OCc4ccccc4)cc3C)O2)c(=O)[nH]c1=O, CO. Yields the product CCc1cn(C2CC(O)C(CNC(=O)Cc3c(C)cc(O)cc3C)O2)c(=O)[nH]c1=O. RXN SMILES: [CH2:1]([c:2]1[cH:3][cH:4][cH:5][cH:6][cH:7]1)[O:8][c:9]1[cH:10][c:11]([CH3:37])[c:12]([CH2:16][C:17](=[O:18])[NH:19][CH2:20][CH:21]2[CH:22]([OH:36])[CH2:23][CH:24]([n:26]3[c:27](=[O:28])[nH:29][c:30](=[O:31])[c:32]([CH2:34][CH3:35])[cH:33]3)[O:25]2)[c:13]([CH3:15])[cH:14]1.[CH3:38][OH:39]>>[OH:8][c:9]1[cH:10][c:11]([CH3:37])[c:12]([CH2:16][C:17](=[O:18])[NH:19][CH2:20][CH:21]2[CH:22]([OH:36])[CH2:23][CH:24]([n:26]3[c:27](=[O:28])[nH:29][c:30](=[O:31])[c:32]([CH2:34][CH3:35])[cH:33]3)[O:25]2)[c:13]([CH3:15])[cH:14]1.